From a dataset of the Open Reaction Database (ORD), a public repository of structured organic reaction records. describe an organic reaction: reactants, conditions, products, and yield The reactants are COC(=O)C(C)(C)C(=O)C(C)(C)C(C)=O, CS(C)=O, Cl, [Na+], [OH-], O. The product is CC1(C)C(=O)CC(=O)C(C)(C)C1=O. RXN SMILES: [CH3:1][C:2]([C:3]([O:5][CH3:4])=[O:6])([C:7]([C:8]([C:9]([CH3:10])=[O:11])([CH3:12])[CH3:13])=[O:14])[CH3:15].[CH3:20][S:21](=[O:22])[CH3:23].[ClH:19].[Na+:17].[OH-:16].[OH2:18]>>[CH3:1][C:2]1([CH3:15])[C:3](=[O:5])[CH2:10][C:9](=[O:11])[C:8]([CH3:12])([CH3:13])[C:7]1=[O:14]. Run in C1(=CC=CC=C1)C (toluene). The product is CC1=C(CCC1=O)NC1=CC=C(C=C1)C=1CCC(NN1)=O (4,5-Dihydro-6-(4-((2-methyl-3-oxo-1-cyclopentenyl)-amino)phenyl)-3(2H)-pyridazinone). RXN SMILES: [NH2:1][C:2]1[CH:7]=[CH:6][C:5]([C:8]2[CH2:9][CH2:10][C:11](=[O:14])[NH:12][N:13]=2)=[CH:4][CH:3]=1.[CH3:15][CH:16]1[C:20](=[O:21])[CH2:19][CH2:18][C:17]1=O.O>C1(C)C=CC=CC=1>[CH3:15][C:16]1[C:20](=[O:21])[CH2:19][CH2:18][C:17]=1[NH:1][C:2]1[CH:7]=[CH:6][C:5]([C:8]2[CH2:9][CH2:10][C:11](=[O:14])[NH:12][N:13]=2)=[CH:4][CH:3]=1. The reactants are NC1=CC=C(C=C1)C=1CCC(NN1)=O (4,5-dihydro-6-(4-aminophenyl)-3(2H)-pyridazinone), O (water), CC1C(CCC1=O)=O (2-methylcyclopentane-1,3-dione), p-toluene sulfonate hydrate. Procedure: 3.4 g of 4,5-dihydro-6-(4-aminophenyl)-3(2H)-pyridazinone and 2.0 of 2-methylcyclopentane-1,3-dione were suspended in 30 ml of toluene, to which a catalytic amount of p-toluene sulfonate-hydrate was add while the resulting suspension was heated to reflux with stirring for 8 hours, with removal of water as an azcotropic mexture. After cooled, deposited crude crystal was collected by filtrating, and purified by silica gel column chromatography (eluting solvent: chloroform:methanol=10:1), 4.7 g of ...